This data is from the Open Reaction Database (ORD), a public repository of structured organic reaction records. The task is: describe an organic reaction: reactants, conditions, products, and yield Reactants: [Mg] (magnesium), COC1=CC=C(C(=O)Cl)C=C1 (p-methoxybenzoyl chloride), [Mg].COC=1C=C2C=CC(=CC2=CC1)Br (6-methoxy-2-bromonaphthalene magnesium), [Br-] (bromide). Run in C1CCOC1 (THF). Product: COC=1C=C2C=CC(=CC2=CC1)C1=C(C=CC(=C1)OC)C(=O)C1=C(C=C(C=C1)OC)C1=CC2=CC=C(C=C2C=C1)OC (2-(6-methoxynaphth-2-yl)-(4-methoxyphenyl) ketone). RXN SMILES: [CH3:1][O:2][C:3]1[CH:11]=[CH:10][C:6]([C:7](Cl)=[O:8])=[CH:5][CH:4]=1.[Mg].[CH3:13][O:14][C:15]1[CH:16]=[C:17]2[C:22](=[CH:23][CH:24]=1)[CH:21]=[C:20](Br)[CH:19]=[CH:18]2.[Br-].[Mg]>C1COCC1>[CH3:13][O:14][C:15]1[CH:16]=[C:17]2[C:22](=[CH:23][CH:24]=1)[CH:21]=[C:20]([C:10]1[CH:11]=[C:3]([O:2][CH3:1])[CH:4]=[CH:5][C:6]=1[C:7]([C:6]1[CH:10]=[CH:11][C:3]([O:2][CH3:1])=[CH:4][C:5]=1[C:20]1[CH:19]=[CH:18][C:17]3[C:22](=[CH:23][CH:24]=[C:15]([O:14][CH3:13])[CH:16]=3)[CH:21]=1)=[O:8])[CH:19]=[CH:18]2 |f:1.2|. Reported procedure: 36 g of p-methoxybenzoyl chloride are reacted with 1 Eq of 6-methoxy-2-bromonaphthalene magnesium in a solution in THF (solution prepared by reacting the bromide with 1.5 Eq of magnesium, followed by filtration) at 0° C. for 2 h. The medium is then poured into a mixture of 300 g of ice and 50 mL of concentrated HCl. The precipitate formed is recovered and washed with water (3×500 mL). After drying, 61 g of 2-(6-methoxynaphth-2-yl)-(4-methoxyphenyl) ketone are obtained. Reactants: ClC1=C2C(=NC=N1)N(N=C2)C2=C(C=C(C=C2)S(=O)(=O)C)F (4-Chloro-1-(2-fluoro-4-methanesulfonyl-phenyl)-1H-pyrazolo[3,4-d]pyrimidine), O (water), C(C)(C)C1=NOC(=N1)N1CCC(CC1)O (1-(3-Isopropyl-[1,2,4]oxadiazol-5-yl)-piperidin-4-ol), [H-].[Na+] (sodium hydride). The solvent is C1CCOC1 (THF). Reaction conditions: time 45 minute. Product: FC1=C(C=CC(=C1)S(=O)(=O)C)N1N=CC=2C1=NC=NC2OC2CCN(CC2)C2=NC(=NO2)C(C)C (1-(2-Fluoro-4-methanesulfonyl-phenyl)-4-[1-(3-isopropyl-[1,2,4]oxadiazol-5-yl)-piperidin-4-yloxy]-1H-pyrazolo[3,4-d]pyrimidine), solid. Isolated yield 98.0%. RXN SMILES: [CH:1]([C:4]1[N:8]=[C:7]([N:9]2[CH2:14][CH2:13][CH:12]([OH:15])[CH2:11][CH2:10]2)[O:6][N:5]=1)([CH3:3])[CH3:2].[H-].[Na+].Cl[C:19]1[N:24]=[CH:23][N:22]=[C:21]2[N:25]([C:28]3[CH:33]=[CH:32][C:31]([S:34]([CH3:37])(=[O:36])=[O:35])=[CH:30][C:29]=3[F:38])[N:26]=[CH:27][C:20]=12.O>C1COCC1>[F:38][C:29]1[CH:30]=[C:31]([S:34]([CH3:37])(=[O:35])=[O:36])[CH:32]=[CH:33][C:28]=1[N:25]1[C:21]2=[N:22][CH:23]=[N:24][C:19]([O:15][CH:12]3[CH2:11][CH2:10][N:9]([C:7]4[O:6][N:5]=[C:4]([CH:1]([CH3:3])[CH3:2])[N:8]=4)[CH2:14][CH2:13]3)=[C:20]2[CH:27]=[N:26]1 |f:1.2|. Reported procedure: 1-(3-Isopropyl-[1,2,4]oxadiazol-5-yl)-piperidin-4-ol (338 mg, 1.6 mmol) and sodium hydride (87 mg, 3.66 mmol) were stirred together in dry THF (2 mL) at room temperature for 30 minutes. 4-Chloro-1-(2-fluoro-4-methanesulfonyl-phenyl)-1H-pyrazolo[3,4-d]pyrimidine was then added and the reaction continued to stir at room temperature for 45 minutes. Its progress was monitored by thin layer chromatography and LCMS. The reaction was treated with water and the desired compound was extracted with ethyl ... Yields the product CC12CCC(C(=Cc3ccc(N)cc3)C1=O)C2(C)C. Reactants: CCO, [Cl-], CC12CCC(C(=Cc3ccc([N+](=O)[O-])cc3)C1=O)C2(C)C, [NH4+], O, [Zn]. Reaction SMILES: [CH3:1][CH2:2][OH:3].[Cl-:4].[N+:6]([O-:7])(=[O:8])[c:9]1[cH:10][cH:11][c:12]([CH:13]=[C:14]2[C:15](=[O:24])[C:16]3([CH3:23])[CH2:17][CH2:18][CH:19]2[C:20]3([CH3:21])[CH3:22])[cH:25][cH:26]1.[NH4+:5].[OH2:28].[Zn:27]>>[NH2:6][c:9]1[cH:10][cH:11][c:12]([CH:13]=[C:14]2[C:15](=[O:24])[C:16]3([CH3:23])[CH2:17][CH2:18][CH:19]2[C:20]3([CH3:21])[CH3:22])[cH:25][cH:26]1. The reactants are C(C1=CC=CC=C1)N (benzylamine), 13.4, 9, FC1=NC(=CC(=N1)F)F (2,4,6-trifluoropyrimidine). The solvent is C(C)OCC (diethyl ether). Conditions: time 1 hour. Yields the product C(C1=CC=CC=C1)NC1=NC(=CC(=N1)F)F (2-benzylamino-4,6-difluoropyrimidine). Reaction SMILES: [CH2:1]([NH2:8])[C:2]1[CH:7]=[CH:6][CH:5]=[CH:4][CH:3]=1.F[C:10]1[N:15]=[C:14]([F:16])[CH:13]=[C:12]([F:17])[N:11]=1>C(OCC)C>[CH2:1]([NH:8][C:10]1[N:15]=[C:14]([F:16])[CH:13]=[C:12]([F:17])[N:11]=1)[C:2]1[CH:7]=[CH:6][CH:5]=[CH:4][CH:3]=1. Procedure: 23.5 g (0.22 mol) of benzylamine were added at -20 C. to a stirred mixture of 13.4 9 (0.1 mol) of 2,4,6-trifluoropyrimidine in 150 ml of diethyl ether within 15 min, and the mixture was stirred at this temperature for 1 hour. After a further hour at 25° C., working up was carried out as in Example 10. 21.4 g (98% of theory) of the title compound of melting point 70°-73° C. were obtained in this way. Starting materials: C(C)[Si](OCCC#C[Si](CC)(CC)CC)(CC)CC (Triethyl(4-(triethylsilyl)but-3-inyloxy)silane), CCCCCC (Hexane), O (H2O), Cl (HCl). The solvent is CO (MeOH). Run at time 4 hour. The product is C(C)[Si](C#CCCO)(CC)CC (4-(triethylsilyl)but-3-in-1-ol). Isolated yield 96.1%. As a reaction SMILES: C([Si](CC)(CC)[O:4][CH2:5][CH2:6][C:7]#[C:8][Si:9]([CH2:14][CH3:15])([CH2:12][CH3:13])[CH2:10][CH3:11])C.Cl.CCCCCC.O>CO>[CH2:14]([Si:9]([CH2:10][CH3:11])([CH2:12][CH3:13])[C:8]#[C:7][CH2:6][CH2:5][OH:4])[CH3:15]. Reported procedure: Triethyl(4-(triethylsilyl)but-3-inyloxy)silane (32.99 g, 110.66 mmole) was dissolved in MeOH (336 ml), 2N HCl (62 ml) was added, and the mixture was stirred for 4 hours at RT. Hexane (250 ml) and H2O (200 ml) were then added to the solution and the aqueous phase was extracted with hexane (3×100 ml). The combined organic phases were washed with H2O (100 ml) and then with saturated NaCl-Solution (50 ml) and dried over MgSO4. After filtering off the drying agent the solvents were removed on a rotar... The reactants are Brc1ccc2oc(Cc3ccc(OCc4ccccc4)cc3)cc2c1, CCOC(Cc1ccc2oc(Cc3ccc(OCc4ccccc4)cc3)cc2c1)C(=O)O, CCOC(C)=O, N#C[Cu]C#N, [NH4+], CN(C)C=O, [OH-], Cl[Pd]Cl, c1ccc(P(c2ccccc2)c2ccccc2)cc1, c1ccc(P(c2ccccc2)c2ccccc2)cc1. Product: N#Cc1ccc2oc(Cc3ccc(OCc4ccccc4)cc3)cc2c1. Reaction SMILES: [Br:1][c:2]1[cH:3][cH:4][c:5]2[c:6]([cH:7][c:8]([CH2:10][c:11]3[cH:12][cH:13][c:14]([O:17][CH2:18][c:19]4[cH:20][cH:21][cH:22][cH:23][cH:24]4)[cH:15][cH:16]3)[o:9]2)[cH:25]1.[CH2:33]([O:34][c:35]1[cH:36][cH:37][c:38]([CH2:39][c:40]2[o:41][c:42]3[cH:43][cH:44][c:45]([CH2:46][CH:47]([O:48][CH2:49][CH3:50])[C:51]([OH:52])=[O:53])[cH:54][c:55]3[cH:56]2)[cH:57][cH:58]1)[c:59]1[cH:60][cH:61][cH:62][cH:63][cH:64]1.[CH3:111][CH2:112][O:113][C:114](=[O:115])[CH3:116].[Cu:26]([C:27]#[N:28])[C:29]#[N:30].[NH4+:31].[O:65]=[CH:66][N:67]([CH3:68])[CH3:69].[OH-:32].[Pd:70]([Cl:71])[Cl:72].[c:73]1([P:74]([c:75]2[cH:76][cH:77][cH:78][cH:79][cH:80]2)[c:81]2[cH:82][cH:83][cH:84][cH:85][cH:86]2)[cH:87][cH:88][cH:89][cH:90][cH:91]1.[c:92]1([P:93]([c:94]2[cH:95][cH:96][cH:97][cH:98][cH:99]2)[c:100]2[cH:101][cH:102][cH:103][cH:104][cH:105]2)[cH:106][cH:107][cH:108][cH:109][cH:110]1>>[c:2]1([C:27]#[N:28])[cH:3][cH:4][c:5]2[c:6]([cH:7][c:8]([CH2:10][c:11]3[cH:12][cH:13][c:14]([O:17][CH2:18][c:19]4[cH:20][cH:21][cH:22][cH:23][cH:24]4)[cH:15][cH:16]3)[o:9]2)[cH:25]1. Reactants: Cl.FC=1C=C(CN2N=CC(=C2)C2=CN(C3=NC=C(C=C32)C3=CC=C(C=C3)C3CCNCC3)S(=O)(=O)C3=CC=C(C)C=C3)C=CC1 (3-(1-(3-fluorobenzyl)-1H-pyrazol-4-yl)-5-(4-(piperidin-4-yl)phenyl)-1-tosyl-1H-pyrrolo[2,3-b]pyridine hydrochloride), FC=1C=C(CN2N=C(C(=C2C)C2=CN(C3=NC=C(C=C32)C=3C=C(C(=NC3)NC(OC(C)(C)C)=O)OC)S(=O)(=O)C3=CC=C(C)C=C3)C)C=C(C1)F (tert-butyl (5-(3-(1-(3,5-difluorobenzyl)-3,5-dimethyl-1H-pyrazol-4-yl)-1-tosyl-1H-pyrrolo[2,3-b]pyridin-5-yl)-3-methoxypyridin-2-yl)carbamate), [OH-].[Li+] (lithium hydroxide). Solvent: C1CCOC1.CO.O (THF methanol water). The product is FC=1C=C(CN2N=C(C(=C2C)C2=CNC3=NC=C(C=C32)C=3C=C(C(=NC3)NC(OC(C)(C)C)=O)OC)C)C=C(C1)F (tert-butyl (5-(3-(1-(3,5-difluorobenzyl)-3,5-dimethyl-1H-pyrazol-4-yl)-1H-pyrrolo[2,3-b]pyridin-5-yl)-3-methoxypyridin-2-yl)carbamate). Isolated yield 63.9%. RXN SMILES: Cl.FC1C=C(C=CC=1)CN1C=C(C2C3C(=NC=C(C4C=CC(C5CCNCC5)=CC=4)C=3)N(S(C3C=CC(C)=CC=3)(=O)=O)C=2)C=N1.[F:46][C:47]1[CH:48]=[C:49]([CH:93]=[C:94]([F:96])[CH:95]=1)[CH2:50][N:51]1[C:55]([CH3:56])=[C:54]([C:57]2[C:65]3[C:60](=[N:61][CH:62]=[C:63]([C:66]4[CH:67]=[C:68]([O:80][CH3:81])[C:69]([NH:72][C:73](=[O:79])[O:74][C:75]([CH3:78])([CH3:77])[CH3:76])=[N:70][CH:71]=4)[CH:64]=3)[N:59](S(C3C=CC(C)=CC=3)(=O)=O)[CH:58]=2)[C:53]([CH3:92])=[N:52]1.[OH-].[Li+]>C1COCC1.CO.O>[F:46][C:47]1[CH:48]=[C:49]([CH:93]=[C:94]([F:96])[CH:95]=1)[CH2:50][N:51]1[C:55]([CH3:56])=[C:54]([C:57]2[C:65]3[C:60](=[N:61][CH:62]=[C:63]([C:66]4[CH:67]=[C:68]([O:80][CH3:81])[C:69]([NH:72][C:73](=[O:79])[O:74][C:75]([CH3:78])([CH3:77])[CH3:76])=[N:70][CH:71]=4)[CH:64]=3)[NH:59][CH:58]=2)[C:53]([CH3:92])=[N:52]1 |f:0.1,3.4,5.6.7|. Procedure details: Using similar reaction conditions as described in step-iii of example-1, tert-butyl (5-(3-(1-(3,5-difluorobenzyl)-3,5-dimethyl-1H-pyrazol-4-yl)-1-tosyl-1H-pyrrolo[2,3-b]pyridin-5-yl)-3-methoxypyridin-2-yl)carbamate (200 mg, 0.279 mmol) was hydrolyzed by lithium hydroxide (118 mg, 2.798 mmol) in THF/methanol/water (5/5/2 ml) to yield 100 mg (63.6% yield) of the titled compound. MS: m/z=560.9 (M+1). Starting materials: CN(C)C=O (DMF), C(CC)OCCOC1=CC=C(C=C1)C=1C=CC2=C(C=C(CCN2CC=2SC=CC2)C(=O)O)C1 (7-(4-propoxyethoxyphenyl)-1-(2-thienylmethyl)-2,3-dihydro-1-benzazepine-4-carboxylic acid), S(=O)(Cl)Cl (thionyl chloride). The solvent is O1CCCC1 (tetrahydrofuran). Reaction conditions: time 1 hour. Product: CN(C1CCOCC1)CC1=CC=C(C=C1)NC(=O)C=1CCN(C2=C(C1)C=C(C=C2)C2=CC=C(C=C2)OCCOCCC)CC=2SC=CC2 (N-[4-[[N-methyl-N-(tetrahydropyran-4-yl)amino]methyl]phenyl]-7-(4-propoxyethoxyphenyl)-1-(2-thienylmethyl)-2,3-dihydro-1-benzazepine-4-carboxamide). Reaction SMILES: [CH3:1][N:2]([CH:4]=O)[CH3:3].[CH2:6]([O:9][CH2:10][CH2:11][O:12][C:13]1[CH:18]=[CH:17][C:16]([C:19]2[CH:20]=[CH:21][C:22]3[N:28]([CH2:29][C:30]4[S:31][CH:32]=[CH:33][CH:34]=4)[CH2:27][CH2:26][C:25]([C:35](O)=[O:36])=[CH:24][C:23]=3[CH:38]=2)=[CH:15][CH:14]=1)[CH2:7][CH3:8].S(Cl)(Cl)=O>O1CCCC1>[CH3:3][N:2]([CH2:4][C:19]1[CH:20]=[CH:21][C:22]([NH:28][C:35]([C:25]2[CH2:26][CH2:27][N:28]([CH2:29][C:30]3[S:31][CH:32]=[CH:33][CH:34]=3)[C:22]3[CH:21]=[CH:20][C:19]([C:16]4[CH:17]=[CH:18][C:13]([O:12][CH2:11][CH2:10][O:9][CH2:6][CH2:7][CH3:8])=[CH:14][CH:15]=4)=[CH:38][C:23]=3[CH:24]=2)=[O:36])=[CH:23][CH:38]=1)[CH:1]1[CH2:7][CH2:6][O:9][CH2:10][CH2:11]1. Procedure details: One droplet of DMF was added to a solution of 7-(4-propoxyethoxyphenyl)-1-(2-thienylmethyl)-2,3-dihydro-1-benzazepine-4-carboxylic acid (240 mg) in tetrahydrofuran (10 ml). Then, thionyl chloride (184 mg) was added at 0° C., the temperature was returned to room temperature, and the mixture was stirred under nitrogen atmosphere for 1 hour. The solvent and excess thionyl chloride were evaporated under reduced pressure, the resulting residue was suspended in tetrahydrofuran (30 ml), and the suspens... Reactants: Cc1ccc(N)c(C)c1COC(=O)C1C(C=C(Cl)C(F)(F)F)C1(C)C, [Cu], [I-], [K+], O=N[O-], [Na+], O, O=S(=O)(O)O. The product is Cc1ccc(I)c(C)c1COC(=O)C1C(C=C(Cl)C(F)(F)F)C1(C)C. As a reaction SMILES: [Cl:5][C:6](=[CH:7][CH:8]1[C:9]([CH3:24])([CH3:25])[CH:10]1[C:11](=[O:12])[O:13][CH2:14][c:15]1[c:16]([CH3:23])[c:17]([NH2:22])[cH:18][cH:19][c:20]1[CH3:21])[C:26]([F:27])([F:28])[F:29].[Cu:38].[I-:36].[K+:35].[N:1]([O-:2])=[O:3].[Na+:4].[OH2:37].[S:30](=[O:31])(=[O:32])([OH:33])[OH:34]>>[Cl:5][C:6](=[CH:7][CH:8]1[C:9]([CH3:24])([CH3:25])[CH:10]1[C:11](=[O:12])[O:13][CH2:14][c:15]1[c:16]([CH3:23])[c:17]([I:36])[cH:18][cH:19][c:20]1[CH3:21])[C:26]([F:27])([F:28])[F:29].